Dataset: the Open Reaction Database (ORD), a public repository of structured organic reaction records. Task: describe an organic reaction: reactants, conditions, products, and yield The reactants are O=C(Cl)c1ccc([N+](=O)[O-])cc1, Cc1cc(Nc2ccc(N)cc2)nc(N)n1, N, C1COCCO1, c1ccncc1. Yields the product Cc1cc(Nc2ccc(NC(=O)c3ccc([N+](=O)[O-])cc3)cc2)nc(N)n1. As a reaction SMILES: [N+:1](=[O:2])([O-:3])[c:4]1[cH:5][cH:6][c:7]([C:8](=[O:9])[Cl:10])[cH:11][cH:12]1.[NH2:19][c:20]1[cH:21][cH:22][c:23]([NH:26][c:27]2[n:28][c:29]([NH2:34])[n:30][c:31]([CH3:33])[cH:32]2)[cH:24][cH:25]1.[NH3:35].[O:36]1[CH2:37][CH2:38][O:39][CH2:40][CH2:41]1.[cH:13]1[cH:14][cH:15][n:16][cH:17][cH:18]1>>[N+:1](=[O:2])([O-:3])[c:4]1[cH:5][cH:6][c:7]([C:8](=[O:9])[NH:19][c:20]2[cH:21][cH:22][c:23]([NH:26][c:27]3[n:28][c:29]([NH2:34])[n:30][c:31]([CH3:33])[cH:32]3)[cH:24][cH:25]2)[cH:11][cH:12]1. Reactants: COC(CN)OC (2,2-dimethoxy-ethylamine), C([O-])(O)=O.[Na+] (sodium bicarbonate), CN(C1=C(C(=O)O)C=C(C=C1)[N+](=O)[O-])C (2-dimethylamino-5-nitro benzoic acid), S(=O)(Cl)Cl (thionyl chloride). The solvent is CC(=O)C.O (acetone water), O (water), C(Cl)(Cl)Cl (chloroform), CC(=O)C (acetone). Conditions: time 8 hour. Yields the product COC(CNC(C1=C(C=CC(=C1)[N+](=O)[O-])N(C)C)=O)OC (N-(2,2-dimethoxyethyl)-2-dimethylamino-5-nitro benzamide). RXN SMILES: [CH3:1][N:2]([CH3:15])[C:3]1[CH:11]=[CH:10][C:9]([N+:12]([O-:14])=[O:13])=[CH:8][C:4]=1[C:5]([OH:7])=O.S(Cl)(Cl)=O.[CH3:20][O:21][CH:22]([O:25][CH3:26])[CH2:23][NH2:24].C(=O)(O)[O-].[Na+]>C(Cl)(Cl)Cl.CC(C)=O.O.CC(C)=O.O>[CH3:20][O:21][CH:22]([O:25][CH3:26])[CH2:23][NH:24][C:5](=[O:7])[C:4]1[CH:8]=[C:9]([N+:12]([O-:14])=[O:13])[CH:10]=[CH:11][C:3]=1[N:2]([CH3:1])[CH3:15] |f:3.4,8.9|. Procedure: A mixture of 2-dimethylamino-5-nitro benzoic acid (300 mg, 1.42 mmol) and thionyl chloride (0.41 ml 5.7 mmol) in dry chloroform (5 ml) was heated to reflux for 3 hr. The excess thionyl chloride was evaporated to give a residue, which was then dissolved in acetone (2 ml). This was then added drop-wise to a mixture of 2,2-dimethoxy-ethylamine (0.15 ml, 1.44 mmol) and sodium bicarbonate (120 mg, 1.44 mmol) in 2:1 acetone-water (12 ml) at 0° C. and stirred overnight at room temperature. The reaction... Procedure: Prepared according to the described general procedure 1 (GP1) by reaction of methyl 5-amino-5-(2,6-dimethoxyphenyl)pentanoate with commercially available dibenzo[b,d]furan-2-carbaldehyde. Subsequent purification by preparative HPLC afforded the target compound. LC-MS (conditions A): tR=0.95 min.; [M+H]+: 416.22 g/mol. Product: C1=C(C=CC=2OC3=C(C21)C=CC=C3)CN3C(CCCC3C3=C(C=CC=C3OC)OC)=O (1-(dibenzo[b,d]furan-2-ylmethyl)-6-(2,6-dimethoxyphenyl)piperidin-2-one). RXN SMILES: [NH2:1][CH:2]([C:10]1[C:15]([O:16][CH3:17])=[CH:14][CH:13]=[CH:12][C:11]=1[O:18][CH3:19])[CH2:3][CH2:4][CH2:5][C:6]([O:8]C)=O.[CH:20]1[C:28]2[C:27]3[CH:29]=[CH:30][CH:31]=[CH:32][C:26]=3[O:25][C:24]=2[CH:23]=[CH:22][C:21]=1[CH:33]=O>>[CH:20]1[C:28]2[C:27]3[CH:29]=[CH:30][CH:31]=[CH:32][C:26]=3[O:25][C:24]=2[CH:23]=[CH:22][C:21]=1[CH2:33][N:1]1[CH:2]([C:10]2[C:15]([O:16][CH3:17])=[CH:14][CH:13]=[CH:12][C:11]=2[O:18][CH3:19])[CH2:3][CH2:4][CH2:5][C:6]1=[O:8]. The reactants are NC(CCCC(=O)OC)C1=C(C=CC=C1OC)OC (methyl 5-amino-5-(2,6-dimethoxyphenyl)pentanoate), C1=C(C=CC=2OC3=C(C21)C=CC=C3)C=O (dibenzo[b,d]furan-2-carbaldehyde). Starting materials: N1C=NC=C1 (imidazole), Cl[Si](C(C)C)(C(C)C)C(C)C (chlorotriisopropylsilane), C(C)(C)(C)OC(=O)N[C@H]([C@H](C=C)O)CC1=CC=CC=C1 ((3S,4S)-N-[(tertbutyloxy)carbonyl]-4-amino-3-hydroxy-5-phenyl pentene), O (H2O). Solvent: CN(C)C=O (DMF). Product: C(C)(C)(C)OC(=O)N[C@H]([C@H](C=C)O[Si](C(C)C)(C(C)C)C(C)C)CC1=CC=CC=C1 ((3S,4S)-N-[(tert-Butyloxy)-carbonyl]-4-amino-5-phenyl-3-(triisopropylsilyloxy)-pentene). Yield: 82.0%. RXN SMILES: [C:1]([O:5][C:6]([NH:8][C@@H:9]([CH2:14][C:15]1[CH:20]=[CH:19][CH:18]=[CH:17][CH:16]=1)[C@@H:10]([OH:13])[CH:11]=[CH2:12])=[O:7])([CH3:4])([CH3:3])[CH3:2].N1C=CN=C1.Cl[Si:27]([CH:34]([CH3:36])[CH3:35])([CH:31]([CH3:33])[CH3:32])[CH:28]([CH3:30])[CH3:29].O>CN(C=O)C>[C:1]([O:5][C:6]([NH:8][C@@H:9]([CH2:14][C:15]1[CH:16]=[CH:17][CH:18]=[CH:19][CH:20]=1)[C@@H:10]([O:13][Si:27]([CH:34]([CH3:36])[CH3:35])([CH:31]([CH3:33])[CH3:32])[CH:28]([CH3:30])[CH3:29])[CH:11]=[CH2:12])=[O:7])([CH3:2])([CH3:3])[CH3:4]. Procedure: A solution of (3S,4S)-N-[(tertbutyloxy)carbonyl]-4-amino-3-hydroxy-5-phenyl pentene [prepared by the method of Hanson et al, J. Org. Chem., 50, 5399 (1985)] (10.0 g, 64.5 mmol), imidazole (9.14g, 13 mmol), and chlorotriisopropylsilane (12.44 g, 43.3 mmol) in anhydrous DMF (40 mL) was stirred for 5 days at room temperature under an N2 atmosphere. The solution was poured into H2O (500 mL) and extracted with Et2O (2×25 mL). The combined organic layers were washed with H2O (250 mL), a 0.5M citric ac... Starting materials: B, CN(C)C, COC(=O)c1ccc(C(=O)Nc2ccc(Cl)cn2)c(NC(C)C2CCN(C(=O)OC(C)(C)C)CC2)c1. Yields the product COC(=O)c1ccc(C(=O)Nc2ccc(Cl)cn2)c(NC(C)C2CCNCC2)c1. Reaction SMILES: [BH3:41].[CH3:37][N:38]([CH3:39])[CH3:40].[Cl:1][c:2]1[cH:3][cH:4][c:5]([NH:8][C:9]([c:10]2[c:11]([NH:20][CH:21]([CH3:22])[CH:23]3[CH2:24][CH2:25][N:26]([C:29]([O:30][C:31]([CH3:32])([CH3:33])[CH3:34])=[O:35])[CH2:27][CH2:28]3)[cH:12][c:13]([C:16](=[O:17])[O:18][CH3:19])[cH:14][cH:15]2)=[O:36])[n:6][cH:7]1>>[Cl:1][c:2]1[cH:3][cH:4][c:5]([NH:8][C:9]([c:10]2[c:11]([NH:20][CH:21]([CH3:22])[CH:23]3[CH2:24][CH2:25][NH:26][CH2:27][CH2:28]3)[cH:12][c:13]([C:16](=[O:17])[O:18][CH3:19])[cH:14][cH:15]2)=[O:36])[n:6][cH:7]1. Reactants: S(O)(O)(=O)=O (sulfuric acid), C(C)(=O)O (acetic acid), NN1SC(=CN1)C=1N(C(=CN1)[N+](=O)[O-])CCO (2-amino-5-[1-(2-hydroxyethyl)-5-nitro- 2-imidazolyl]thiadiazole). Product: NN1SC(=CN1)C=1N(C(=CN1)[N+](=O)[O-])CCOC(C)=O (2-(2-Amino-5-thiadiazolyl)-1-(2-acetoxyethyl)-5-nitroimidazole). RXN SMILES: [NH2:1][N:2]1[NH:6][CH:5]=[C:4]([C:7]2[N:8]([CH2:15][CH2:16][OH:17])[C:9]([N+:12]([O-:14])=[O:13])=[CH:10][N:11]=2)[S:3]1.S(=O)(=O)(O)O.[C:23](O)(=[O:25])[CH3:24]>>[NH2:1][N:2]1[NH:6][CH:5]=[C:4]([C:7]2[N:8]([CH2:15][CH2:16][O:17][C:23](=[O:25])[CH3:24])[C:9]([N+:12]([O-:14])=[O:13])=[CH:10][N:11]=2)[S:3]1. Procedure details: The sample (0.1 g.) of 2-amino-5-[1-(2-hydroxyethyl)-5-nitro- 2-imidazolyl]thiadiazole is dissolved in 2 ml. of hot glacial acetic acid and a drop of concentrated sulfuric acid is added. The solution is refluxed for 45 minutes, cooled and poured on ice to give a yellow solid. This solid is collected, washed with water and dried; the yield is 0.1 g., melting point 159°-162° C. (turbid). A purified sample of the 2-amino-5-[1-(2-acetoxyethyl)- 5-nitro-2-imidazolyl]thiadiazole, melts at 164°-165.5° ...